This data is from the Open Reaction Database (ORD), a public repository of structured organic reaction records. The task is: describe an organic reaction: reactants, conditions, products, and yield The reactants are CC1=C(C(=CC(=C1)C=1OC(C2=C(N1)C=CN=C2)=O)C)OC(C)=O (acetic acid 2,6-dimethyl-4-(4-oxo-4H-pyrido[4,3-d][1,3]oxazin-2-yl)-phenyl ester), C(C)(CC)C1=CC=C(N)C=C1 (4-sec-butyl aniline). The product is C(C)(CC)C1=CC=C(C=C1)N1C(=NC2=C(C1=O)C=NC=C2)C2=CC(=C(C(=C2)C)OC(C)=O)C (acetic acid 4-[3-(4-sec-butyl-phenyl)-4-oxo-3,4-dihydro-pyrido[4,3,d]pyrimidin-2-yl]-2,6-dimethyl-phenyl ester). Run at temperature 120 celsius, time 60 hour. RXN SMILES: [CH3:1][C:2]1[CH:7]=[C:6]([C:8]2O[C:10](=[O:18])[C:11]3[CH:17]=[N:16][CH:15]=[CH:14][C:12]=3[N:13]=2)[CH:5]=[C:4]([CH3:19])[C:3]=1[O:20][C:21](=[O:23])[CH3:22].[CH:24]([C:28]1[CH:34]=[CH:33][C:31]([NH2:32])=[CH:30][CH:29]=1)([CH2:26][CH3:27])[CH3:25]>C(O)(=O)C>[CH:24]([C:28]1[CH:29]=[CH:30][C:31]([N:32]2[C:10](=[O:18])[C:11]3[CH:17]=[N:16][CH:15]=[CH:14][C:12]=3[N:13]=[C:8]2[C:6]2[CH:5]=[C:4]([CH3:19])[C:3]([O:20][C:21](=[O:23])[CH3:22])=[C:2]([CH3:1])[CH:7]=2)=[CH:33][CH:34]=1)([CH2:26][CH3:27])[CH3:25]. Reported procedure: To a solution of acetic acid 2,6-dimethyl-4-(4-oxo-4H-pyrido[4,3-d][1,3]oxazin-2-yl)-phenyl ester (1.04 g, 3.35 mmol) in glacial acetic acid (20 mL) was added 4-(sec-butyl)-aniline (B) (0.750 g, 5.02 mmol). The reaction mixture was stirred at 120° C. for 60 hours under nitrogen and cooled to room temperature. Acetic acid was removed under reduced pressure. The residue was diluted with water (100 mL), neutralized to pH 7 with saturated aqueous NaHCO3 solution, and extracted with ethyl acetate (20... Run in C(C)(=O)O (acetic acid). Reaction SMILES: [CH3:1][O:2][C:3]1[CH:22]=[CH:21][C:20]([N+:23]([O-])=O)=[CH:19][C:4]=1[C:5]([NH:7][CH2:8][C:9]1[CH:14]=[CH:13][C:12]([C:15]([F:18])([F:17])[F:16])=[CH:11][CH:10]=1)=[O:6].[H][H]>[Pd].C(OCC)(=O)C>[NH2:23][C:20]1[CH:21]=[CH:22][C:3]([O:2][CH3:1])=[C:4]([CH:19]=1)[C:5]([NH:7][CH2:8][C:9]1[CH:10]=[CH:11][C:12]([C:15]([F:17])([F:18])[F:16])=[CH:13][CH:14]=1)=[O:6]. The product is NC=1C=CC(=C(C(=O)NCC2=CC=C(C=C2)C(F)(F)F)C1)OC (5-amino-2-methoxy-N-(4-trifluoromethylbenzyl)benzamide). The yield is 100.6%. Run at time 8 hour. The reagents and catalysts are [Pd] (palladium on carbon). Starting materials: COC1=C(C(=O)NCC2=CC=C(C=C2)C(F)(F)F)C=C(C=C1)[N+](=O)[O-] (2-methoxy-5-nitro-N-(4-trifluoromethylbenzyl)benzamide), [H][H] (hydrogen). The solvent is C(C)(=O)OCC (ethyl acetate). Reported procedure: To 26.6 g of 2-methoxy-5-nitro-N-(4-trifluoromethylbenzyl)benzamide were added 270 ml of ethyl acetate and 2.6 g of 10% palladium on carbon under an atmosphere of argon, then argon was replaced with hydrogen gas, and the mixture was stirred for 8 hours at room temperature under an atmosphere of hydrogen gas. Catalyst was filtered through Celite(Hyflo Super-cel) and, after washed the collected material well with ethyl acetate, the filtrate was concentrated under reduced pressure. The residue obta... Starting materials: CC(=O)OCC1=C(N2[C@@H]([C@@H](C2=O)N)SC1)C(=O)O (7-ACA), methanolic solution, COS(=O)(=O)O (methoxysulfonic acid), B(OC)(OC)OC (trimethyl borate). The solvent is C(CCCCC(=O)OC)(=O)OC (dimethyl adipate). Reaction conditions: temperature 15 celsius, time 1.5 hour. Yields the product NC1[C@@H]2N(C(=C(CS2)COC)C(=O)O)C1=O (7-Amino-3-Methoxymethyl-3-Cephem-4-Carboxylic Acid). Isolated yield 83.8%. As a reaction SMILES: COS(O)(=O)=O.B(OC)(OC)OC.C[C:15]([O:17][CH2:18][C:19]1[CH2:28][S:27][C@@H:22]2[C@H:23]([NH2:26])[C:24](=[O:25])[N:21]2[C:20]=1[C:29]([OH:31])=[O:30])=O>C(OC)(=O)CCCCC(OC)=O>[NH2:26][CH:23]1[C:24](=[O:25])[N:21]2[C:20]([C:29]([OH:31])=[O:30])=[C:19]([CH2:18][O:17][CH3:15])[CH2:28][S:27][C@H:22]12. Procedure: 17.9 g of a methanolic solution of methoxysulfonic acid (prepared as described in Preparation 4) and 1.04 g of trimethyl borate were added to 20 ml of dimethyl adipate. The mixture was cooled to 15° C. and 2.74 g of 7-ACA were added thereto, followed by stirring at 15° C. for 1.5 hours. After completion of the reaction, the reaction mixture was treated following the procedures described in Example 2 to give 2.06 g (yield 84%) of the desired compound with a high purity. Starting materials: C(C1=CC=CC=C1)C=1CS[C@H]2N(C1C(=O)OC(C)(C)C)C(C2NC(C2=CC=CC=C2)(C2=CC=CC=C2)C2=CC=CC=C2)=O (t-Butyl 3-benzyl-7-triphenylmethylamino-3-cephem-4-carboxylate), C1(=CC=C(C=C1)S(=O)(=O)O)C (p-Toluene sulphonic acid). Run in CC(=O)C (acetone), CC(=O)C (acetone). Run at time 18 hour. The product is C(C1=CC=CC=C1)C=1CS[C@H]2N(C1C(=O)OC(C)(C)C)C(C2N)=O (t-butyl 3-benzyl-7-amino-3-cephem-4-carboxylate). RXN SMILES: [CH2:1]([C:8]1[CH2:9][S:10][C@@H:11]2[CH:22]([NH:23]C(C3C=CC=CC=3)(C3C=CC=CC=3)C3C=CC=CC=3)[C:21](=[O:43])[N:12]2[C:13]=1[C:14]([O:16][C:17]([CH3:20])([CH3:19])[CH3:18])=[O:15])[C:2]1[CH:7]=[CH:6][CH:5]=[CH:4][CH:3]=1.C1(C)C=CC(S(O)(=O)=O)=CC=1>CC(C)=O>[CH2:1]([C:8]1[CH2:9][S:10][C@@H:11]2[CH:22]([NH2:23])[C:21](=[O:43])[N:12]2[C:13]=1[C:14]([O:16][C:17]([CH3:20])([CH3:18])[CH3:19])=[O:15])[C:2]1[CH:7]=[CH:6][CH:5]=[CH:4][CH:3]=1. Procedure details: t-Butyl 3-benzyl-7-triphenylmethylamino-3-cephem-4-carboxylate (929 mg) was dissolved in acetone (2 ml) and the solution cooled to -20°. p-Toluene sulphonic acid (330 mg) in acetone (2 ml) was added dropwise over 2 - 3 minutes and the solution left at 0° for 18 hours. The crystalline product was filtered, washed with a little cold acetone and dried (493 mg) m.p. 175°-177°. The mother liquors were taken up in ethyl acetate, washed with dilute aqueous sodium bicarbonate and brine, dried and evapor... Starting materials: Intermediate 67, C(C1=CC=CC=C1)Br (benzyl bromide), intermediate 66, C([O-])([O-])=O.[Cs+].[Cs+] (cesium carbonate), C(C1=CC=CC=C1)N1C2=C(OCC1=O)N=CC(=C2)Br (1-Benzyl-7-bromo-1H-pyrido[2,3-b][1,4]oxazin-2-one). The solvent is CN(C)C=O (DMF). The product is BrC1=CC2=C(OCC(N2)=O)N=C1 (7-Bromo-1H-pyrido[2,3-b][1,4]oxazin-2-one). Reaction SMILES: C([N:8]1[C:13](=[O:14])[CH2:12][O:11][C:10]2[N:15]=[CH:16][C:17]([Br:19])=[CH:18][C:9]1=2)C1C=CC=CC=1.C(=O)([O-])[O-].[Cs+].[Cs+].C(Br)C1C=CC=CC=1>CN(C=O)C>[Br:19][C:17]1[CH:16]=[N:15][C:10]2[O:11][CH2:12][C:13](=[O:14])[NH:8][C:9]=2[CH:18]=1 |f:1.2.3|. Procedure: In concentrated hydrochloric acid (8 mL) was stirred intermediate 65 (1.0 g, 3.43 mmol) which was then cooled to 0° C. This was then treated, in parts, with tin dust (0.92 g, 7.8 mmol) and then warmed to 80° C. for 1 hour. The mixture was cooled to room temperature and diluted with water (100 mL). The mixture was stirred to form a precipitate. The solid was collected by filtration, washed with water (10 mL), and dried at 65° C. for 3 hours under a vacuum to give the title compound. MS: M++1=230.... Product: CC1(C)OC(=S)Nc2ccc(-c3ccc(C#N)[nH]3)cc21. RXN SMILES: [CH3:1][C:2]1([CH3:20])[O:3][C:4](=[O:19])[NH:5][c:6]2[c:7]1[cH:8][c:9](-[c:12]1[cH:13][cH:14][c:15]([C:17]#[N:18])[nH:16]1)[cH:10][cH:11]2.[CH3:21][O:22][c:23]1[cH:24][cH:25][c:26]([P:27]2(=[S:30])[S:28][P:29]([c:31]3[cH:32][cH:33][c:34]([O:35][CH3:36])[cH:37][cH:38]3)(=[S:39])[S:40]2)[cH:41][cH:42]1.[CH3:43][O:44][CH2:45][CH2:46][O:47][CH3:48].[CH3:49][C:50]#[N:51]>>[CH3:1][C:2]1([CH3:20])[O:3][C:4](=[S:30])[NH:5][c:6]2[c:7]1[cH:8][c:9](-[c:12]1[cH:13][cH:14][c:15]([C:17]#[N:18])[nH:16]1)[cH:10][cH:11]2. Reactants: CC1(C)OC(=O)Nc2ccc(-c3ccc(C#N)[nH]3)cc21, COc1ccc(P2(=S)SP(=S)(c3ccc(OC)cc3)S2)cc1, COCCOC, CC#N. Reactants: NC1=C(C(=O)O)C=C(C=C1)Cl (2-amino-5-chlorobenzoic acid), benzylester, O1C=C(C=C1)C=1C=C(C=CC1)NC(CC(=O)O)=O (3-([3-(furan-3-yl)phenyl]amino)-3-oxopropanoic acid). The product is ClC=1C=CC(=C(C(=O)O)C1)NC(CC(=O)NC1=CC(=CC=C1)C1=COC=C1)=O (5-chloro-2-[(3-([3-(furan-3-yl)phenyl]amino)-3-oxopropanoyl)amino]benzoic acid). Reaction SMILES: [NH2:1][C:2]1[CH:10]=[CH:9][C:8]([Cl:11])=[CH:7][C:3]=1[C:4]([OH:6])=[O:5].[O:12]1[CH:16]=[CH:15][C:14]([C:17]2[CH:18]=[C:19]([NH:23][C:24](=[O:29])[CH2:25][C:26](O)=[O:27])[CH:20]=[CH:21][CH:22]=2)=[CH:13]1>>[Cl:11][C:8]1[CH:9]=[CH:10][C:2]([NH:1][C:26](=[O:27])[CH2:25][C:24]([NH:23][C:19]2[CH:20]=[CH:21][CH:22]=[C:17]([C:14]3[CH:15]=[CH:16][O:12][CH:13]=3)[CH:18]=2)=[O:29])=[C:3]([CH:7]=1)[C:4]([OH:6])=[O:5]. Procedure: Using the same method as in Example 15-(i), 2-amino-5-chlorobenzoic acid.benzylester was reacted with the 3-([3-(furan-3-yl)phenyl]amino)-3-oxopropanoic acid to give 5-chloro-2-[(3-([3-(furan-3-yl)phenyl]amino)-3-oxopropanoyl)amino]benzoic acid.benzylester (yield: 48%).